From a dataset of the Open Reaction Database (ORD), a public repository of structured organic reaction records. describe an organic reaction: reactants, conditions, products, and yield Solvent: O (water), O (Water). Run at time 15 minute. Starting materials: O=[N+]([O-])[O-].[O-][N+]([O-])=O.[O-][N+]([O-])=O.[O-][N+]([O-])=O.[O-][N+]([O-])=O.[O-][N+]([O-])=O.[Ce+4].[NH4+].[NH4+] (CAN), C(C)#N (acetonitrile), COC1=C2CC(CC2=C(C(=C1OC)OC)OC)CCCCOC1=CC=C(C(=O)OCC)C=C1 (ethyl 4-[4-(4,5,6,7-tetramethoxyindan-2-yl)butoxy]benzoate). The yield is 48.2%. Product: COC=1C(C=2CC(CC2C(C1OC)=O)CCCCOC1=CC=C(C(=O)OCC)C=C1)=O (Ethyl 4-[4-(5,6-dimethoxy-4,7-dioxoindan-2-yl)butoxy]benzoate). Procedure: A water (1.0 ml) solution of CAN (299 mg, 0.545 mmols) was dropwise added to an acetonitrile (2.0 ml) solution of ethyl 4-[4-(4,5,6,7-tetramethoxyindan-2-yl)butoxy]benzoate (100 mg, 0.218 mmols), with cooling with ice, and stirring was continued for 15 minutes. Water was added to the reaction mixture, which was then extracted with ethyl acetate. The organic layer was washed with water and a saturated aqueous sodium chloride solution, and then dried. The solvent was evaporated out in vacuo, and t... Reaction SMILES: O=[N+]([O-])[O-].[O-][N+](=O)[O-].[O-][N+](=O)[O-].[O-][N+](=O)[O-].[O-][N+](=O)[O-].[O-][N+](=O)[O-].[Ce+4].[NH4+].[NH4+].C(#N)C.C[O:32][C:33]1[C:41]([O:42][CH3:43])=[C:40]([O:44][CH3:45])[C:39]([O:46]C)=[C:38]2[C:34]=1[CH2:35][CH:36]([CH2:48][CH2:49][CH2:50][CH2:51][O:52][C:53]1[CH:63]=[CH:62][C:56]([C:57]([O:59][CH2:60][CH3:61])=[O:58])=[CH:55][CH:54]=1)[CH2:37]2>O>[CH3:43][O:42][C:41]1[C:33](=[O:32])[C:34]2[CH2:35][CH:36]([CH2:48][CH2:49][CH2:50][CH2:51][O:52][C:53]3[CH:63]=[CH:62][C:56]([C:57]([O:59][CH2:60][CH3:61])=[O:58])=[CH:55][CH:54]=3)[CH2:37][C:38]=2[C:39](=[O:46])[C:40]=1[O:44][CH3:45] |f:0.1.2.3.4.5.6.7.8|. Starting materials: CC=1OC(=C(N1)C(=O)O)C(F)(F)F (2-methyl-5-(trifluoromethyl)-1,3-oxazole-4-carboxylic acid), NC=1C=C(OC=2C=CC=3N(C2)N=C(N3)NC(=O)C3CC3)C=CC1Cl (N-[6-(3-amino-4-chlorophenoxy)[1,2,4]triazolo[1,5-a]pyridin-2-yl]cyclopropanecarboxamide), O1CCCC1 (tetrahydrofuran), S(=O)(Cl)Cl (thionyl chloride). Reagents/catalysts: CN(C=O)C (N,N-dimethylformamide). The solvent is CN(C(C)=O)C (N,N-dimethylacetamide). Yields the product ClC1=C(C=C(C=C1)OC=1C=CC=2N(C1)N=C(N2)NC(=O)C2CC2)NC(=O)C=2N=C(OC2C(F)(F)F)C (N-[2-chloro-5-({2-[(cyclopropylcarbonyl)amino][1,2,4]triazolo[1,5-a]pyridin-6-yl}oxy)phenyl]-2-methyl-5-(trifluoromethyl)-1,3-oxazole-4-carboxamide). Isolated yield 48.1%. RXN SMILES: [CH3:1][C:2]1[O:3][C:4]([C:10]([F:13])([F:12])[F:11])=[C:5]([C:7]([OH:9])=O)[N:6]=1.O1CCCC1.S(Cl)(Cl)=O.[NH2:23][C:24]1[CH:25]=[C:26]([CH:43]=[CH:44][C:45]=1[Cl:46])[O:27][C:28]1[CH:29]=[CH:30][C:31]2[N:32]([N:34]=[C:35]([NH:37][C:38]([CH:40]3[CH2:42][CH2:41]3)=[O:39])[N:36]=2)[CH:33]=1>CN(C)C=O.CN(C)C(=O)C>[Cl:46][C:45]1[CH:44]=[CH:43][C:26]([O:27][C:28]2[CH:29]=[CH:30][C:31]3[N:32]([N:34]=[C:35]([NH:37][C:38]([CH:40]4[CH2:42][CH2:41]4)=[O:39])[N:36]=3)[CH:33]=2)=[CH:25][C:24]=1[NH:23][C:7]([C:5]1[N:6]=[C:2]([CH3:1])[O:3][C:4]=1[C:10]([F:13])([F:12])[F:11])=[O:9]. Reported procedure: In the same manner as in Example 55 and using 2-methyl-5-(trifluoromethyl)-1,3-oxazole-4-carboxylic acid (110 mg, 0.564 mmol), tetrahydrofuran (5 mL), thionyl chloride (97.2 μL, 1.12 mmol), N,N-dimethylformamide (2 drops), N-[6-(3-amino-4-chlorophenoxy)[1,2,4]triazolo[1,5-a]pyridin-2-yl]cyclopropanecarboxamide (170 mg, 0.495 mmol) and N,N-dimethylacetamide (6 mL) as starting materials, the title compound (124 mg, 48%) was obtained as a white solid. Yields the product ClC1=CC=C(C(=O)C2=C(C=C(N2C)CC(=O)O)OC)C=C1 (5-(p-chlorobenzoyl)-4-methoxy-1-methylpyrrole-2-acetic acid). Yield: 88.9%. Solvent: C(C)O (ethanol), O (water). Reaction SMILES: C([O:3][C:4](=[O:23])[CH2:5][C:6]1[N:7]([CH3:22])[C:8]([C:13](=[O:21])[C:14]2[CH:19]=[CH:18][C:17]([Cl:20])=[CH:16][CH:15]=2)=[C:9]([O:11][CH3:12])[CH:10]=1)C.[OH-].[Na+]>C(O)C.O>[Cl:20][C:17]1[CH:16]=[CH:15][C:14]([C:13]([C:8]2[N:7]([CH3:22])[C:6]([CH2:5][C:4]([OH:23])=[O:3])=[CH:10][C:9]=2[O:11][CH3:12])=[O:21])=[CH:19][CH:18]=1 |f:1.2|. The reactants are C(C)OC(CC=1N(C(=C(C1)OC)C(C1=CC=C(C=C1)Cl)=O)C)=O (Ethyl-5-(p-chlorobenzoyl)-4-methoxy-1-methylpyrrole-2-acetate), [OH-].[Na+] (sodium hydroxide). Procedure details: Ethyl-5-(p-chlorobenzoyl)-4-methoxy-1-methylpyrrole-2-acetate (145 mg, 0.475 mmole) is dissolved in 1 ml hot ethanol under nitrogen. Subsequently, 2 ml of 2.5 N aqueous sodium hydroxide is added dropwise. The solution is heated at 95° for about 5 min. The reaction solution is then diluted with water, the product precipitated with 2.5 ml of 2.5 N hydrochloric acid. The resulting precipitate is filtered, washed with water and dried in vacuo to yield 130 mg of 5-(p-chlorobenzoyl)-4-methoxy-1-methyl...